Task: describe an organic reaction: reactants, conditions, products, and yield. Dataset: the Open Reaction Database (ORD), a public repository of structured organic reaction records Reactants: Cl (hydrochloric acid), [Na+].C1=CC=C(C=2OC=3C(=CC=CC3NC12)C(=O)[O-])C(=O)[O-].[Na+] (phenoxazine-4,6-dicarboxylic acid sodium salt). Run in O (water). Yields the product C1=CC=C(C=2OC=3C(=CC=CC3NC12)C(=O)O)C(=O)O (phenoxazine-4,6-dicarboxylic acid). Reaction SMILES: Cl.[Na+].[CH:3]1[C:16]2[NH:15][C:14]3[CH:13]=[CH:12][CH:11]=[C:10]([C:17]([O-:19])=[O:18])[C:9]=3[O:8][C:7]=2[C:6]([C:20]([O-:22])=[O:21])=[CH:5][CH:4]=1.[Na+]>O>[CH:3]1[C:16]2[NH:15][C:14]3[CH:13]=[CH:12][CH:11]=[C:10]([C:17]([OH:19])=[O:18])[C:9]=3[O:8][C:7]=2[C:6]([C:20]([OH:22])=[O:21])=[CH:5][CH:4]=1 |f:1.2.3|. Procedure details: A two-fold stoichiometric excess of 1N hydrochloric acid is added to a solution of phenoxazine-4,6-dicarboxylic acid sodium salt in water. The solution is then extracted with ether, and the extract is dried and the solvent removed under reduced pressure to afford phenoxazine-4,6-dicarboxylic acid. Starting materials: O=C([O-])[O-], COC(=O)c1cc2cc(O)ccc2o1, Clc1nc2ccccc2s1, [Cs+], [Cs+], CN(C)C=O. The product is COC(=O)c1cc2cc(Oc3nc4ccccc4s3)ccc2o1. RXN SMILES: [C:25](=[O:26])([O-:27])[O-:28].[CH3:1][O:2][C:3](=[O:4])[c:5]1[o:6][c:7]2[c:8]([cH:9]1)[cH:10][c:11]([OH:14])[cH:12][cH:13]2.[Cl:15][c:16]1[s:17][c:18]2[c:19]([n:20]1)[cH:21][cH:22][cH:23][cH:24]2.[Cs+:29].[Cs+:30].[O:31]=[CH:32][N:33]([CH3:34])[CH3:35]>>[CH3:1][O:2][C:3](=[O:4])[c:5]1[o:6][c:7]2[c:8]([cH:9]1)[cH:10][c:11]([O:14][c:16]1[s:17][c:18]3[c:19]([n:20]1)[cH:21][cH:22][cH:23][cH:24]3)[cH:12][cH:13]2. Starting materials: ClCCl, O=C(O)C(F)(F)F, c1cc(C2(CN3CCSCC3)CCOCC2)ccc1OCCCN1CCCC1, [Na+], [OH-], OO. The product is O=S1CCN(CC2(c3ccc(OCCCN4CCCC4)cc3)CCOCC2)CC1. RXN SMILES: [Cl:38][CH2:39][Cl:40].[F:31][C:32]([F:33])([F:34])[C:35]([OH:36])=[O:37].[N:1]1([CH2:6][CH2:7][CH2:8][O:9][c:10]2[cH:11][cH:12][c:13]([C:16]3([CH2:22][N:23]4[CH2:24][CH2:25][S:26][CH2:27][CH2:28]4)[CH2:17][CH2:18][O:19][CH2:20][CH2:21]3)[cH:14][cH:15]2)[CH2:2][CH2:3][CH2:4][CH2:5]1.[Na+:42].[OH-:41].[OH:29][OH:30]>>[N:1]1([CH2:6][CH2:7][CH2:8][O:9][c:10]2[cH:11][cH:12][c:13]([C:16]3([CH2:22][N:23]4[CH2:24][CH2:25][S:26](=[O:29])[CH2:27][CH2:28]4)[CH2:17][CH2:18][O:19][CH2:20][CH2:21]3)[cH:14][cH:15]2)[CH2:2][CH2:3][CH2:4][CH2:5]1.